describe an organic reaction: reactants, conditions, products, and yield From a dataset of the Open Reaction Database (ORD), a public repository of structured organic reaction records. The reactants are CCC(CC)N1CCNCC1, O=C(Cl)Oc1ccccc1[N+](=O)[O-], ClCCl. Product: CCC(CC)N1CCN(C(=O)Oc2ccccc2[N+](=O)[O-])CC1, Cl. Reaction SMILES: [CH2:1]([CH3:2])[CH:3]([CH2:4][CH3:5])[N:6]1[CH2:7][CH2:8][NH:9][CH2:10][CH2:11]1.[Cl:12][C:13](=[O:14])[O:15][c:16]1[c:17]([N+:22](=[O:23])[O-:24])[cH:18][cH:19][cH:20][cH:21]1.[Cl:25][CH2:26][Cl:27]>>[CH2:1]([CH3:2])[CH:3]([CH2:4][CH3:5])[N:6]1[CH2:7][CH2:8][N:9]([C:13](=[O:14])[O:15][c:16]2[c:17]([N+:22](=[O:23])[O-:24])[cH:18][cH:19][cH:20][cH:21]2)[CH2:10][CH2:11]1.[ClH:12]. The reactants are FC(C(C(OC(C(OC(COCCCCl)(F)F)(F)F)(F)F)(F)F)(F)F)(C(F)(F)F)F (3-(2-(2-(nonafluorobutoxy)tetrafluoroethoxy)-2,2-difluoroethoxy)propyl chloride), C(CCCCCC)C=1C=NC(=NC1)C1=CC=C(C=C1)O (5-heptyl-2-(4-hydroxyphenyl)pyrimidine). Product: C(CCCCCC)C=1C=NC(=NC1)C1=CC=C(C=C1)OCCCOCC(F)(F)OC(C(OC(C(C(C(F)(F)F)(F)F)(F)F)(F)F)(F)F)(F)F (5-Heptyl-2-[4-(3-(2-(2-(nonafluorobutoxy)tetrafluoroethoxy)-2,2-difluoroethoxy)propoxy)phenyl]pyrimidine). As a reaction SMILES: [F:1][C:2]([F:30])([C:26]([F:29])([F:28])[F:27])[C:3]([F:25])([F:24])[C:4]([F:23])([F:22])[O:5][C:6]([F:21])([F:20])[C:7]([F:19])([F:18])[O:8][C:9]([F:17])([F:16])[CH2:10][O:11][CH2:12][CH2:13][CH2:14]Cl.[CH2:31]([C:38]1[CH:39]=[N:40][C:41]([C:44]2[CH:49]=[CH:48][C:47]([OH:50])=[CH:46][CH:45]=2)=[N:42][CH:43]=1)[CH2:32][CH2:33][CH2:34][CH2:35][CH2:36][CH3:37]>>[CH2:31]([C:38]1[CH:43]=[N:42][C:41]([C:44]2[CH:45]=[CH:46][C:47]([O:50][CH2:14][CH2:13][CH2:12][O:11][CH2:10][C:9]([O:8][C:7]([F:19])([F:18])[C:6]([F:21])([F:20])[O:5][C:4]([F:23])([F:22])[C:3]([F:25])([F:24])[C:2]([F:30])([F:1])[C:26]([F:29])([F:28])[F:27])([F:17])[F:16])=[CH:48][CH:49]=2)=[N:40][CH:39]=1)[CH2:32][CH2:33][CH2:34][CH2:35][CH2:36][CH3:37]. Procedure details: The title compound was prepared essentially as in Example 1 by combining 3-(2-(2-(nonafluorobutoxy)tetrafluoroethoxy)-2,2-difluoroethoxy)propyl chloride (5.17 g of 95% purity, 8.4 mmol, Example 14) with 5-heptyl-2-(4-hydroxyphenyl)pyrimidine (4.0 g, 8.4 mmol). The resulting crude product was purified by recrystallization from ethanol followed by Kugelrohr distillation to provide a yield of 2.9 g.